Dataset: the Open Reaction Database (ORD), a public repository of structured organic reaction records. Task: describe an organic reaction: reactants, conditions, products, and yield The reactants are NC1=C(C=CC=C1)C(CC1CC1)(C)O (2-(2-aminophenyl)-1-cyclopropyl-propan-2-ol), S(O)(O)(=O)=O (sulfuric acid), [H][H] (hydrogen). Reagents/catalysts: [Pd] (Pd/C). The solvent is CO (methanol). Yields the product C1(CC1)CC(C)C1=C(C=CC=C1)N (2-(2-cyclopropyl-1-methyl-ethyl)phenylamine). RXN SMILES: [NH2:1][C:2]1[CH:7]=[CH:6][CH:5]=[CH:4][C:3]=1[C:8](O)([CH3:13])[CH2:9][CH:10]1[CH2:12][CH2:11]1.S(=O)(=O)(O)O.[H][H]>CO.[Pd]>[CH:10]1([CH2:9][CH:8]([C:3]2[CH:4]=[CH:5][CH:6]=[CH:7][C:2]=2[NH2:1])[CH3:13])[CH2:12][CH2:11]1. Reported procedure: To a solution of 2.96 g (15.5 mmol) of 2-(2-aminophenyl)-1-cyclopropyl-propan-2-ol in 70 ml methanol is added 4.43 g (43.4 mmol) conc. sulfuric acid (96%). The resulting mixture is hydrogenated over 600 mg Pd/C (10%) for 20 hours at 30-35° C. After that time no more hydrogen uptake is detected. The catalyst is filtered off and the solvent removed in a water-jet vacuum. The residue is taken up in ethylacetate/water and the water phase is neutralised by the addition of sodium carbonate. The water ... The reactants are C(C)(C)(C)OC(=O)N1C(=NC2=C1C=CC(=C2)B2OC(C(O2)(C)C)(C)C)COC2=CC=C(C=C2)C(F)(F)F (5-(4,4,5,5-tetramethyl-[1,3,2]dioxaborolan-2-yl)-2-(4-trifluoromethyl-phenoxymethyl)-benzoimidazole-1-carboxylic acid tert-butyl ester), BrCC(O)S(=O)(=O)C1=CC=CC=C1 (2-bromophenylsulfonylethanol), C([O-])([O-])=O.[Na+].[Na+] (sodium carbonate), 1,1′-[bis(di-tert-butylphosphino)ferrocene] palladium dichloride. Run in COCCOC (DME), O (H2O). Run at temperature 80 celsius. Product: FC(C1=CC=C(OCC2=NC3=C(N2)C=CC(=C3)C3=C(C=CC=C3)S(=O)(=O)CCO)C=C1)(F)F (2-{2-[2-(4-trifluoromethyl-phenoxymethyl)-1H-benzoimidazol-5-yl]-benzenesulfonyl}-ethanol). The yield is 59.2%. Reaction SMILES: C(OC([N:8]1[C:12]2[CH:13]=[CH:14][C:15](B3OC(C)(C)C(C)(C)O3)=[CH:16][C:11]=2[N:10]=[C:9]1[CH2:26][O:27][C:28]1[CH:33]=[CH:32][C:31]([C:34]([F:37])([F:36])[F:35])=[CH:30][CH:29]=1)=O)(C)(C)C.Br[CH2:39][CH:40]([S:42]([C:45]1[CH:50]=[CH:49][CH:48]=[CH:47][CH:46]=1)(=[O:44])=[O:43])O.C(=O)([O-])[O-:52].[Na+].[Na+]>COCCOC.O>[F:37][C:34]([F:35])([F:36])[C:31]1[CH:32]=[CH:33][C:28]([O:27][CH2:26][C:9]2[NH:8][C:12]3[CH:13]=[CH:14][C:15]([C:46]4[CH:47]=[CH:48][CH:49]=[CH:50][C:45]=4[S:42]([CH2:40][CH2:39][OH:52])(=[O:44])=[O:43])=[CH:16][C:11]=3[N:10]=2)=[CH:29][CH:30]=1 |f:2.3.4|. Reported procedure: A mixture of 5-(4,4,5,5-tetramethyl-[1,3,2]dioxaborolan-2-yl)-2-(4-trifluoromethyl-phenoxymethyl)-benzoimidazole-1-carboxylic acid tert-butyl ester (0.046 g, 0.0887 mmol), 2-bromophenylsulfonylethanol (0.036 g, 0.133 mmol), sodium carbonate (0.056 g, 0.532 mmol), and 1,1′-[bis(di-tert-butylphosphino)ferrocene]-palladium dichloride (0.006 g, 0.00887 mmol) in DME (2 mL) and H2O (0.5 mL) was heated at 80° C. for 12 hours. The reaction mixture was concentrated under reduced pressure, and the residue... Starting materials: FC(C(=O)O)(F)F.FC(C(=O)O)(F)F.FC(C(=O)O)(F)F.ClC=1C=NC=2NC=3C=NC=C(CCC4=C(C=CC(NC1N2)=C4)N)C3 (6-chloro-2,4,8,18,22-pentaazatetracyclo[14.3.1.1(3,7).1(9,13)]docosa-1(20),3(22),4,6,9(21),10,12,16,18-nonaen-12-amine tris(trifluoroacetate)), C(C)(C)(C)OC(=O)N1CCC(CC1)CC(=O)O ([1-(tert-butoxycarbonyl)piperidin-4-yl]acetic acid). The product is FC(C(=O)O)(F)F.FC(C(=O)O)(F)F.ClC=1C=NC=2NC=3C=NC=C(CCC4=C(C=CC(NC1N2)=C4)NC(CC4CCN(CC4)C(=O)OC(C)(C)C)=O)C3 (tert-Butyl 4-(2-{[6-chloro-2,4,8,18,22-pentaazatetracyclo[14.3.1.1(3,7).1(9,13)]docosa-1(20),3(22),4,6,9(21),10,12,16,18-nonaen-12-yl]amino}-2-oxoethyl)piperidine-1-carboxylate bis(trifluoroacetate)). Yield: 59.0%. As a reaction SMILES: [F:1][C:2]([F:7])([F:6])[C:3]([OH:5])=[O:4].[F:8][C:9]([F:14])([F:13])[C:10]([OH:12])=[O:11].FC(F)(F)C(O)=O.[Cl:22][C:23]1[CH:24]=[N:25][C:26]2[NH:27][C:28]3[CH:29]=[N:30][CH:31]=[C:32]([CH:45]=3)[CH2:33][CH2:34][C:35]3[CH:43]=[C:39]([NH:40][C:41]=1[N:42]=2)[CH:38]=[CH:37][C:36]=3[NH2:44].[C:46]([O:50][C:51]([N:53]1[CH2:58][CH2:57][CH:56]([CH2:59][C:60](O)=[O:61])[CH2:55][CH2:54]1)=[O:52])([CH3:49])([CH3:48])[CH3:47]>>[F:1][C:2]([F:7])([F:6])[C:3]([OH:5])=[O:4].[F:8][C:9]([F:14])([F:13])[C:10]([OH:12])=[O:11].[Cl:22][C:23]1[CH:24]=[N:25][C:26]2[NH:27][C:28]3[CH:29]=[N:30][CH:31]=[C:32]([CH:45]=3)[CH2:33][CH2:34][C:35]3[CH:43]=[C:39]([NH:40][C:41]=1[N:42]=2)[CH:38]=[CH:37][C:36]=3[NH:44][C:60](=[O:61])[CH2:59][CH:56]1[CH2:57][CH2:58][N:53]([C:51]([O:50][C:46]([CH3:48])([CH3:47])[CH3:49])=[O:52])[CH2:54][CH2:55]1 |f:0.1.2.3,5.6.7|. Procedure: The desired compound was prepared according to the procedure of Example A27 using 6-chloro-2,4,8,18,22-pentaazatetracyclo[14.3.1.1(3,7).1(9,13)]docosa-1(20),3(22),4,6,9(21),10,12,16,18-nonaen-12-amine tris(trifluoroacetate) and [1-(tert-butoxycarbonyl)piperidin-4-yl]acetic acid as the starting materials in 59% yield. LCMS for C29H35ClN7O3 (M+H)+: m/z=564.2. The reactants are FC(C1=CC=C(C=C1)N1C(OC(C1C(C)C)=O)=O)(F)F (3-(4-trifluoromethylphenyl)-4-isopropyloxazolidine-2, 5-dione), FC1=C(C=C(CO)C=C1)OC1=CC=CC=C1 (4-fluoro-3-phenoxybenzyl alcohol). Product: 4-fluoro-3-phenoxybenzyl ester, FC(C1=CC=C(C=C1)N[C@@H](C(C)C)C(=O)O)(F)F (N-(4-trifluoromethylphenyl) valine). As a reaction SMILES: [F:1][C:2]([F:20])([F:19])[C:3]1[CH:8]=[CH:7][C:6]([N:9]2[CH:13]([CH:14]([CH3:16])[CH3:15])[C:12](=[O:17])[O:11]C2=O)=[CH:5][CH:4]=1.FC1C=CC(CO)=CC=1OC1C=CC=CC=1>>[F:1][C:2]([F:19])([F:20])[C:3]1[CH:8]=[CH:7][C:6]([NH:9][C@H:13]([C:12]([OH:17])=[O:11])[CH:14]([CH3:16])[CH3:15])=[CH:5][CH:4]=1. Reported procedure: In the same way, 3-(4-trifluoromethylphenyl)-4-isopropyloxazolidine-2, 5-dione is reacted with 4-fluoro-3-phenoxybenzyl alcohol to give the 4-fluoro-3-phenoxybenzyl ester of N-(4-trifluoromethylphenyl) valine. Starting materials: alcohol, OO (H2O2), C(C)(=O)O (acetic acid), dry solid, C(CCCCCCCCC)SC(C(=O)O)CC(=O)O (C10H21SCH(COOH)CH2COOH), O (water). Reaction conditions: time 8 hour. Yields the product C(CCCCCCCCC)S(=O)(=O)C(C(=O)O)CC(=O)O (n-decylsulfonylsuccinic acid). RXN SMILES: C(O)(=[O:3])C.[CH2:5]([S:15][CH:16]([CH2:20][C:21]([OH:23])=[O:22])[C:17]([OH:19])=[O:18])[CH2:6][CH2:7][CH2:8][CH2:9][CH2:10][CH2:11][CH2:12][CH2:13][CH3:14].OO.[OH2:26]>>[CH2:5]([S:15]([CH:16]([CH2:20][C:21]([OH:23])=[O:22])[C:17]([OH:19])=[O:18])(=[O:3])=[O:26])[CH2:6][CH2:7][CH2:8][CH2:9][CH2:10][CH2:11][CH2:12][CH2:13][CH3:14]. Procedure: In a 400 ml beaker equipped with a heating mantle, alcohol thermometer, 50 ml dropping funnel, and a stirrer, 100 ml of glacial acetic acid was heated to about 50° C. To this was added 101.32 g of the dry solid C10H21SCH(COOH)CH2COOH.12H2O described above, with stirring and heating to obtain a thick white slurry. Via the dropping funnel, 22.64 ml of 70% H2O2 was then added over a period of 114 minutes at 45°-53° C., resulting in an exothermic reaction. Agitation was then continued for 31/2 hours... Starting materials: [H-].[Na+] (sodium hydride), CC(C(C)(C)C)=O (pinacolone), C(OCC)(OCC)=O (diethyl carbonate). The solvent is CN(P(N(C)C)(N(C)C)=O)C (hexamethyl phosphoric acid triamide). Yields the product C(C)OC(CC(C(C)(C)C)=O)=O (pivaloyl acetic acid ethyl ester). Yield: 91.0%. RXN SMILES: [H-].[Na+].[CH3:3][C:4](=[O:9])[C:5]([CH3:8])([CH3:7])[CH3:6].[C:10](=O)([O:14]CC)[O:11][CH2:12][CH3:13]>CN(C)P(=O)(N(C)C)N(C)C>[CH2:12]([O:11][C:10](=[O:14])[CH2:3][C:4](=[O:9])[C:5]([CH3:8])([CH3:7])[CH3:6])[CH3:13] |f:0.1|. Procedure: 325 g of sodium hydride (80% solution in paraffin oil) were suspended in 2500 cc of diethyl carbonate and 500 cc of hexamethyl phosphoric acid triamide, 500 g of pinacolone (92%) were then slowly added dropwise at 45° to 50° C. and, on completion of the addition the reaction mixture was treated as described in 3 above. The yield was 91% of pivaloyl acetic acid ethyl ester. Reactants: CC1=CC=C(C=C1)S(=O)(=O)Cl (4-methylphenylsulfonyl chloride), S1CCC(CC1)O (tetrahydro-4H-thiopyran-4-ol), O (water). Solvent: N1=CC=CC=C1 (pyridine). Run at time 16 hour. Product: CC1=CC=C(C=C1)S(=O)(=O)OC1CCSCC1 (Tetrahydro-4H-thiopyran-4-yl 4-methylphenylsulfonate). Yield: 142.0%. As a reaction SMILES: [S:1]1[CH2:6][CH2:5][CH:4]([OH:7])[CH2:3][CH2:2]1.[CH3:8][C:9]1[CH:14]=[CH:13][C:12]([S:15](Cl)(=[O:17])=[O:16])=[CH:11][CH:10]=1.O>N1C=CC=CC=1>[CH3:8][C:9]1[CH:14]=[CH:13][C:12]([S:15]([O:7][CH:4]2[CH2:5][CH2:6][S:1][CH2:2][CH2:3]2)(=[O:17])=[O:16])=[CH:11][CH:10]=1. Procedure details: To a solution of 4.1 g (0.015 mole) of tetrahydro-4H-thiopyran-4-ol in 40 mL of pyridine, cooled in an ice bath, was added 2.90 g (0.15 mole) of 4-methylphenylsulfonyl chloride, and the reaction mixture was stirred at room temperature for 16 hours. The mixture was poured into a mixture of ice and water, and the whole extracted with diethyl ether. The organic phase was washed with water then with a 10% aqueous solution of sodium hydroxide, dried, and concentrated to give 5.8 g of product as an oi...